This data is from the Open Reaction Database (ORD), a public repository of structured organic reaction records. The task is: describe an organic reaction: reactants, conditions, products, and yield Starting materials: C1COCCO1, COC(=O)c1sc2ncnc(Cl)c2c1C, [NH4+], Nc1cccnc1OC1CCOCC1, [OH-], O, Cc1ccc(S(=O)(=O)O)cc1. The product is COC(=O)c1sc2ncnc(Nc3cccnc3OC3CCOCC3)c2c1C. RXN SMILES: [CH2:44]1[O:45][CH2:46][CH2:47][O:48][CH2:49]1.[Cl:15][c:16]1[c:17]2[c:18]([n:19][cH:20][n:21]1)[s:22][c:23]([C:26](=[O:27])[O:28][CH3:29])[c:24]2[CH3:25].[NH4+:43].[O:1]1[CH2:2][CH2:3][CH:4]([O:7][c:8]2[n:9][cH:10][cH:11][cH:12][c:13]2[NH2:14])[CH2:5][CH2:6]1.[OH-:42].[OH2:41].[c:30]1([CH3:31])[cH:32][cH:33][c:34]([S:35]([OH:36])(=[O:37])=[O:38])[cH:39][cH:40]1>>[O:1]1[CH2:2][CH2:3][CH:4]([O:7][c:8]2[n:9][cH:10][cH:11][cH:12][c:13]2[NH:14][c:16]2[c:17]3[c:18]([n:19][cH:20][n:21]2)[s:22][c:23]([C:26](=[O:27])[O:28][CH3:29])[c:24]3[CH3:25])[CH2:5][CH2:6]1. Starting materials: C(C)(=O)OCCCS(=O)(=O)NC(=O)C1=C(C=C(C=C1)C1=CC=C(C=C1)CCCN(C[C@@H](C=1C=NC=CC1)O)C(=O)OC(C)(C)C)OC(C)C (3-[[[[4′-[3-[(tert-butoxycarbonyl)-[(2R)-2-hydroxy-2-(3-pyridyl)ethyl]amino]propyl]-3-isopropoxy-4-biphenylyl]carbonyl]amino]sulfonyl]propyl acetate), [OH-].[Na+] (sodium hydroxide). The solvent is CO (methanol), O1CCCC1 (tetrahydrofuran). Conditions: time 1 hour. Product: OCCCS(=O)(=O)NC(=O)C1=C(C=C(C=C1)C1=CC=C(C=C1)CCCN(C(OC(C)(C)C)=O)C[C@@H](C=1C=NC=CC1)O)OC(C)C (tert-butyl [3-[4′-[[[(3-hydroxypropyl)sulfonyl]amino]carbonyl]-3′-isopropoxy-4-biphenylyl]propyl][(2R)-2-hydroxy-2-(3-pyridyl)ethyl]carbamate). The yield is 102.1%. RXN SMILES: C([O:4][CH2:5][CH2:6][CH2:7][S:8]([NH:11][C:12]([C:14]1[CH:19]=[CH:18][C:17]([C:20]2[CH:25]=[CH:24][C:23]([CH2:26][CH2:27][CH2:28][N:29]([C:39]([O:41][C:42]([CH3:45])([CH3:44])[CH3:43])=[O:40])[CH2:30][C@H:31]([OH:38])[C:32]3[CH:33]=[N:34][CH:35]=[CH:36][CH:37]=3)=[CH:22][CH:21]=2)=[CH:16][C:15]=1[O:46][CH:47]([CH3:49])[CH3:48])=[O:13])(=[O:10])=[O:9])(=O)C.[OH-].[Na+]>CO.O1CCCC1>[OH:4][CH2:5][CH2:6][CH2:7][S:8]([NH:11][C:12]([C:14]1[CH:19]=[CH:18][C:17]([C:20]2[CH:21]=[CH:22][C:23]([CH2:26][CH2:27][CH2:28][N:29]([CH2:30][C@H:31]([OH:38])[C:32]3[CH:33]=[N:34][CH:35]=[CH:36][CH:37]=3)[C:39](=[O:40])[O:41][C:42]([CH3:45])([CH3:44])[CH3:43])=[CH:24][CH:25]=2)=[CH:16][C:15]=1[O:46][CH:47]([CH3:49])[CH3:48])=[O:13])(=[O:10])=[O:9] |f:1.2|. Reported procedure: To a solution of 3-[[[[4′-[3-[(tert-butoxycarbonyl)-[(2R)-2-hydroxy-2-(3-pyridyl)ethyl]amino]propyl]-3-isopropoxy-4-biphenylyl]carbonyl]amino]sulfonyl]propyl acetate (221 mg) in methanol (2.21 ml) and tetrahydrofuran (1.11 ml) was added 1N sodium hydroxide (0.950 ml) and the mixture was stirred at room temperature for 1 hour. Methanol and tetrahydrofuran were removed by evaporation under reduced pressure and to the residue was added water (50 ml). The mixture was acidified with 1N hydrochloric a... Reactants: Formula 106, C(C1=CC=CC=C1)N1C(=NC2=NC=CN=C2C1=O)C(C(C)C)Br (3-benzyl-2-(1-bromo-2-methyl-propyl)-3H-pteridin-4-one), [N-]=[N+]=[N-].[Na+] (sodium azide). The solvent is CN(C)C=O (DMF). Yields the product Formula 106, N(=[N+]=[N-])C(C(C)C)C1=NC2=NC=CN=C2C(N1CC1=CC=CC=C1)=O (2-(1-azido-2-methyl-propyl)-3-benzyl-3H-pteridin-4-one). Reaction SMILES: [CH2:1]([N:8]1[C:17](=[O:18])[C:16]2[C:11](=[N:12][CH:13]=[CH:14][N:15]=2)[N:10]=[C:9]1[CH:19](Br)[CH:20]([CH3:22])[CH3:21])[C:2]1[CH:7]=[CH:6][CH:5]=[CH:4][CH:3]=1.[N-:24]=[N+:25]=[N-:26].[Na+]>CN(C=O)C>[N:24]([CH:19]([C:9]1[N:8]([CH2:1][C:2]2[CH:7]=[CH:6][CH:5]=[CH:4][CH:3]=2)[C:17](=[O:18])[C:16]2[C:11](=[N:12][CH:13]=[CH:14][N:15]=2)[N:10]=1)[CH:20]([CH3:22])[CH3:21])=[N+:25]=[N-:26] |f:1.2|. Procedure details: Formula 106 where R2 and R3 are H; R5 is Benzyl; R6 is Isopropyl; R6′ is H; X and Y are —C═; and W and Z are —N═: A DMF (50 mL) solution of 3-benzyl-2-(1-bromo-2-methyl-propyl)-3H-pteridin-4-one (1.4 g, 3.75 mmol) and sodium azide (0.488 g, 7.50 mmol) was stirred at 60° C. for two hours and concentrated under reduced pressure. The residue was dissolved in dichloromethane, washed with water and brine, dried over sodium sulfate and concentrated in vacuo to give desired azido product of Formula 106... The reactants are Cl.C(C1=CC=CC=C1)OC([C@@H]1NCCC1)=O (D-Proline benzyl ester hydrochloride), C1(=CC(=CC=C1)CC(=O)O)CC(=O)O (1,3-phenylenediacetic acid). Run in CCOC(=O)C (EtOAc). The product is C(C1=CC=CC=C1)OC(=O)[C@@H]1N(CCC1)C(CC1=CC(=CC=C1)CC(=O)N1[C@H](CCC1)C(=O)OCC1=CC=CC=C1)=O ((R)-1-[[3-[2-[(R)-2-Benzyloxycarbonyl-pyrrolidin-1-yl]-2-oxo-ethyl]-phenyl]-acetyl]-pyrrolidine-2-carboxylic acid benzyl ester). Isolated yield 82.8%. RXN SMILES: Cl.[CH2:2]([O:9][C:10](=[O:16])[C@H:11]1[CH2:15][CH2:14][CH2:13][NH:12]1)[C:3]1[CH:8]=[CH:7][CH:6]=[CH:5][CH:4]=1.[C:17]1([CH2:27][C:28]([OH:30])=O)[CH:22]=[CH:21][CH:20]=[C:19]([CH2:23][C:24]([OH:26])=O)[CH:18]=1>CCOC(C)=O>[CH2:2]([O:9][C:10]([C@H:11]1[CH2:15][CH2:14][CH2:13][N:12]1[C:24](=[O:26])[CH2:23][C:19]1[CH:20]=[CH:21][CH:22]=[C:17]([CH2:27][C:28]([N:12]2[CH2:13][CH2:14][CH2:15][C@@H:11]2[C:10]([O:9][CH2:2][C:3]2[CH:8]=[CH:7][CH:6]=[CH:5][CH:4]=2)=[O:16])=[O:30])[CH:18]=1)=[O:16])[C:3]1[CH:4]=[CH:5][CH:6]=[CH:7][CH:8]=1 |f:0.1|. Procedure details: Using General Procedure A with 2.0 g (8.2 mmol) D-Proline benzyl ester hydrochloride and 800 mg (4.1 mmol) 1,3-phenylenediacetic acid afforded, after flash chromatography (EtOAc), 1.93 g (84%) of the title compound as a colorless oil. MS m/e (%): 586 (M+NH4+, 100), 569 (M+H+, 60). Starting materials: ClC1=CC=C(C=C1)C1=C(C2=C(N1C)C(=C(S2)C(=O)OC)C2OCCO2)C2CCCCC2 (methyl 5-(4-chlorophenyl)-6-cyclohexyl-3-(1,3-dioxolan-2-yl)-4-methyl-4H-thieno[3,2-b]pyrrole-2-carboxylate), [H-].[Na+] (NaH), BrCC(=O)OC(C)(C)C (tert-butyl bromoacetate). As a reaction SMILES: [Cl:1][C:2]1[CH:7]=[CH:6][C:5]([C:8]2[N:12]([CH3:13])[C:11]3[C:14]([CH:21]4[O:25][CH2:24][CH2:23][O:22]4)=[C:15]([C:17]([O:19][CH3:20])=[O:18])[S:16][C:10]=3[C:9]=2[CH:26]2[CH2:31][CH2:30][CH2:29][CH2:28][CH2:27]2)=[CH:4][CH:3]=1.[H-].[Na+].BrC[C:36]([O:38][C:39]([CH3:42])([CH3:41])[CH3:40])=[O:37]>CN(C=O)C>[C:39]([O:38][C:36](=[O:37])[CH2:13][N:12]1[C:8]([C:5]2[CH:6]=[CH:7][C:2]([Cl:1])=[CH:3][CH:4]=2)=[C:9]([CH:26]2[CH2:31][CH2:30][CH2:29][CH2:28][CH2:27]2)[C:10]2[S:16][C:15]([C:17]([O:19][CH3:20])=[O:18])=[C:14]([CH:21]3[O:25][CH2:24][CH2:23][O:22]3)[C:11]1=2)([CH3:42])([CH3:41])[CH3:40] |f:1.2|. Yields the product C(C)(C)(C)OC(CN1C2=C(C(=C1C1=CC=C(C=C1)Cl)C1CCCCC1)SC(=C2C2OCCO2)C(=O)OC)=O (methyl 4-(2-tert-butoxy-2-oxoethyl)-5-(4-chlorophenyl)-6-cyclohexyl-3-(1,3-dioxolan-2-yl)-4H-thieno[3,2-b]pyrrole-2-carboxylate). Reported procedure: A solution (0.23 M) of methyl 5-(4-chlorophenyl)-6-cyclohexyl-3-(1,3-dioxolan-2-yl)-4-methyl-4H-thieno[3,2-b]pyrrole-2-carboxylate in DMF at 0° C. was treated with NaH (2 eq., 60% dispersion in mineral oil), and the suspension was stirred at RT for 30 min, then tert-butyl bromoacetate (4 eq.) was added. The reaction mixture was heated at 50° C. for 3.5 h then it was quenched by addition of aqueous NH4Cl (saturated solution) and diluted with Et2O. The aqueous phase was separated and extracted wit... Run in CN(C)C=O (DMF). Reaction conditions: time 30 minute.